From a dataset of the Open Reaction Database (ORD), a public repository of structured organic reaction records. describe an organic reaction: reactants, conditions, products, and yield RXN SMILES: [H-].[Na+].C[O:4][C:5]1[CH:10]=[CH:9][CH:8]=[CH:7][C:6]=1[C:11]([C:14]1[CH:19]=[CH:18][CH:17]=[CH:16][C:15]=1[O:20]C)([CH3:13])[CH3:12].CCOCC>CN(C)C=O>[OH:4][C:5]1[CH:10]=[CH:9][CH:8]=[CH:7][C:6]=1[C:11]([C:14]1[CH:19]=[CH:18][CH:17]=[CH:16][C:15]=1[OH:20])([CH3:13])[CH3:12] |f:0.1|. Reactants: [H-].[Na+] (Sodium hydride), COC1=C(C=CC=C1)C(C)(C)C1=C(C=CC=C1)OC (2,2-Bis(2-methoxyphenyl)propane), CCOCC (ether). Conditions: time 1 hour. Procedure details: Sodium hydride (2.60 g of 60 percent dispersion in oil) was placed in a 1 1 flask and extracted twice with pentane. To this was added first 250 ml of dimethylformamide and then, dropwise with stirring over 1 hour, 6.0 ml of ethanethiol in 40 ml of dimethylformamide. 2,2-Bis(2-methoxyphenyl)propane (8.0 g, 31 mmol) in 100 ml of dimethylformamide was then added and the mixture was heated at reflux with stirring for 24 hours and allowed to stand at ambient temperature for another approximately 18 h... Isolated yield 42.4%. Run in CN(C=O)C (dimethylformamide). Yields the product OC1=C(C=CC=C1)C(C)(C)C1=C(C=CC=C1)O (2,2-Bis(2-hydroxyphenyl)propane). Reactants: trans-1,4-aminocyclohexanol, ClC1=NC(=C2N=CN(C2=N1)C1CCCC1)NC1=CC=CC=C1 (2-chloro-9-cyclopentyl-N-phenyl-9H-purin-6-amine), O (water). Solvent: C(C)(=O)OCC (ethyl acetate). Reaction conditions: time 20 hour. The product is Cl.C1(CCCC1)N1C2=NC(=NC(=C2N=C1)NC1=CC=CC=C1)N[C@@H]1CC[C@H](CC1)O (trans-9-cyclopentyl-N2-(4-hydroxy-cyclohexyl)-N6-phenyl-9H-purin-2,6-diamine hydrochloride). RXN SMILES: [Cl:1][C:2]1[N:10]=[C:9]2[C:5]([N:6]=[CH:7][N:8]2[CH:11]2[CH2:15][CH2:14][CH2:13][CH2:12]2)=[C:4]([NH:16][C:17]2[CH:22]=[CH:21][CH:20]=[CH:19][CH:18]=2)[N:3]=1.[OH2:23]>C(OCC)(=O)C>[ClH:1].[CH:11]1([N:8]2[CH:7]=[N:6][C:5]3[C:9]2=[N:10][C:2]([NH:16][C@H:17]2[CH2:22][CH2:21][C@H:20]([OH:23])[CH2:19][CH2:18]2)=[N:3][C:4]=3[NH:16][C:17]2[CH:22]=[CH:21][CH:20]=[CH:19][CH:18]=2)[CH2:15][CH2:14][CH2:13][CH2:12]1 |f:3.4|. Procedure: 575 mg of trans-1,4-aminocyclohexanol are mixed together and the reaction medium is taken to a temperature of 50 to 60° C. then 313 mg of the product obtained in Stage 1 above is added and agitation is carried out at a temperature of 150 to 160° C. for approximately 20 hours. The reaction medium is then left to return to ambient temperature, taken up in ethyl acetate and water and then taken to a temperature of approximately 60° C. and left to settle, followed by re-extracting with ethyl acetate... Starting materials: BrC1=CC=C(C=C1)CCS(=O)(=O)NC1=C(C=CC=C1)S(=O)(=O)N (2-[2-(4-bromophenyl)ethylsulfonylamino]benzenesulfonamide), CC(C)(C#C)O (2-methyl-3-butyn-2-ol). Product: OC(C#CC1=CC=C(C=C1)CCS(=O)(=O)NC1=C(C=CC=C1)S(=O)(=O)N)(C)C (2-(2-(4-(3-Hydroxy-3-methylbut-1-ynyl)phenyl)ethylsulfonamido)benzenesulfonamide). The yield is 42.0%. RXN SMILES: Br[C:2]1[CH:7]=[CH:6][C:5]([CH2:8][CH2:9][S:10]([NH:13][C:14]2[CH:19]=[CH:18][CH:17]=[CH:16][C:15]=2[S:20]([NH2:23])(=[O:22])=[O:21])(=[O:12])=[O:11])=[CH:4][CH:3]=1.[CH3:24][C:25]([OH:29])([C:27]#[CH:28])[CH3:26]>>[OH:29][C:25]([CH3:26])([CH3:24])[C:27]#[C:28][C:2]1[CH:7]=[CH:6][C:5]([CH2:8][CH2:9][S:10]([NH:13][C:14]2[CH:19]=[CH:18][CH:17]=[CH:16][C:15]=2[S:20]([NH2:23])(=[O:22])=[O:21])(=[O:12])=[O:11])=[CH:4][CH:3]=1. Reported procedure: The title compound was synthesized as described for Example 179 a) in 42% yield, starting from 2-[2-(4-bromophenyl)ethylsulfonylamino]benzenesulfonamide and 2-methyl-3-butyn-2-ol. The reactants are C(C)N.C1CCOC1 (ethylamine THF), C(C)NC1=NC(=NC=2N3CCC[C@H]3CN(C(C21)=O)C=2C=C(C=CC2)C2=NN(C(O2)=O)C)S(=O)(=O)C ((S)-5-[3-(7-Ethylamino-9-methanesulfonyl-6-oxo-2,3,3a,4-tetrahydro-1H,6H-5,8,10,10b-tetraazabenzo[e]azulen-5-yl)phenyl]-3-methyl-1,3,4-oxadiazol-2(3H)-one), C(C)N.C1CCOC1 (ethylamine THF). Solvent: C1CCOC1 (THF). Reaction conditions: temperature 90 celsius, time 30 minute. Product: C(C)NC1=NC(=NC=2N3CCC[C@H]3CN(C(C21)=O)C=2C=C(C=CC2)C2=NN(C(O2)=O)C)NCC ((S)-5-[3-(7,9-bis(Ethylamino)-6-oxo-2,3,3a,4-tetrahydro-1H,6H-5,8,10,10b-tetraazabenzo[e]azulen-5-yl)phenyl]-3-methyl-1,3,4-oxadiazol-2(3H)-one). The yield is 94.9%. Reaction SMILES: [CH2:1]([NH:3][C:4]1[C:17]2[C:16](=[O:18])[N:15]([C:19]3[CH:20]=[C:21]([C:25]4[O:29][C:28](=[O:30])[N:27]([CH3:31])[N:26]=4)[CH:22]=[CH:23][CH:24]=3)[CH2:14][C@H:13]3[N:9]([CH2:10][CH2:11][CH2:12]3)[C:8]=2[N:7]=[C:6](S(C)(=O)=O)[N:5]=1)[CH3:2].[CH2:36]([NH2:38])[CH3:37].C1COCC1>C1COCC1>[CH2:1]([NH:3][C:4]1[C:17]2[C:16](=[O:18])[N:15]([C:19]3[CH:20]=[C:21]([C:25]4[O:29][C:28](=[O:30])[N:27]([CH3:31])[N:26]=4)[CH:22]=[CH:23][CH:24]=3)[CH2:14][C@H:13]3[N:9]([CH2:10][CH2:11][CH2:12]3)[C:8]=2[N:7]=[C:6]([NH:38][CH2:36][CH3:37])[N:5]=1)[CH3:2] |f:1.2|. Procedure details: (S)-5-[3-(7-Ethylamino-9-methanesulfonyl-6-oxo-2,3,3a,4-tetrahydro-1H,6H-5,8,10,10b-tetraazabenzo[e]azulen-5-yl)phenyl]-3-methyl-1,3,4-oxadiazol-2(3H)-one (23.6 mg, 0.0472 mmol) obtained in Step 1 was dissolved in THF (2.0 mL), and the mixture was stirred at 90° C. for 30 minutes under microwave (CEM; Discover; 250 watts) irradiation after adding a 2.0 mol/L ethylamine/THF solution (1.0 mL, 2.00 mmol). The mixture was further stirred at 90° C. for 30 minutes under microwave (CEM; Discover; 250 w... Reactants: C(C1=CC=CC=C1)(=O)ON=C(C1N(CCC1)C(=O)OC(C)(C)C)C1=CC=CC=C1 (tert-butyl 2-[[(benzoyloxy)imino](phenyl)methyl]-1-pyrrolidinecarboxylate). Solvent: mixture, FC(C(=O)O)(F)F (trifluoroacetic acid), ClCCl (dichloromethane). Conditions: time 4 hour. The product is C(C1=CC=CC=C1)ON=C(C1NCCC1)C1=CC=CC=C1 (Phenyl(2-pyrrolidinyl)methanone O-benzyloxime). RXN SMILES: [C:1]([O:9][N:10]=[C:11]([C:24]1[CH:29]=[CH:28][CH:27]=[CH:26][CH:25]=1)[CH:12]1[CH2:16][CH2:15][CH2:14][N:13]1C(OC(C)(C)C)=O)(=O)[C:2]1[CH:7]=[CH:6][CH:5]=[CH:4][CH:3]=1>FC(F)(F)C(O)=O.ClCCl>[CH2:1]([O:9][N:10]=[C:11]([C:24]1[CH:29]=[CH:28][CH:27]=[CH:26][CH:25]=1)[CH:12]1[CH2:16][CH2:15][CH2:14][NH:13]1)[C:2]1[CH:3]=[CH:4][CH:5]=[CH:6][CH:7]=1. Procedure details: 8 g (20 mmol) of tert-butyl 2-[[(benzoyloxy)imino](phenyl)methyl]-1-pyrrolidinecarboxylate dissolved in 400 ml of a mixture of 30% trifluoroacetic acid in dichloromethane are introduced into a 500 ml round-bottomed flask equipped with a magnetic stirrer, and the mixture is stirred for 4 hours at room temperature. After evaporating the reaction medium to dryness under reduced pressure, the residue is diluted with aqueous ammonia and dichloromethane, and the aqueous phase is separated out and extr... Product: ClC=1C=C(C=C(C1)Cl)NC(C(C(=O)[O-])OC)=O.[K+] (potassium 3-[(3,5-dichlorophenyl)amino]-2-methoxy-3-oxopropanoate). As a reaction SMILES: [Cl:1][C:2]1[CH:3]=[C:4]([NH:9][C:10](=[O:20])[CH:11]([O:18][CH3:19])[C:12]([O:14]CCC)=[O:13])[CH:5]=[C:6]([Cl:8])[CH:7]=1.[OH-].[K+:22].O>C(O)C>[Cl:1][C:2]1[CH:3]=[C:4]([NH:9][C:10](=[O:20])[CH:11]([O:18][CH3:19])[C:12]([O-:14])=[O:13])[CH:5]=[C:6]([Cl:8])[CH:7]=1.[K+:22] |f:1.2,5.6|. The yield is 15.0%. The reactants are ClC=1C=C(C=C(C1)Cl)NC(C(C(=O)OCCC)OC)=O (n-Propyl 3-[(3,5-dichlorophenyl)amino]-2-methoxy-3-oxopropanoate), O (water), Compound 234, [OH-].[K+] (potassium hydroxide). Procedure details: n-Propyl 3-[(3,5-dichlorophenyl)amino]-2-methoxy-3-oxopropanoate (5.47 grams, 0.02 mole), prepared in Example LXXI (Compound 234) was saponified with potassium hydroxide (1.01 grams, 0.02 mole) in the presence of 75 milliliters of ethanol and 0.31 gram (0.02 mole) of water in a manner similar to that described in Example LXXI Part B. The potassium salt that separated from the reaction mixture was filtered off, washed with ethanol and dried to give 0.98 gram (0.003 mole) of potassium 3-[(3,5-dich... Solvent: C(C)O (ethanol). Starting materials: CO, c1ccc(OCC2CO2)cc1, c1ccc(CNCCOc2ccc(-n3ccnc3)cc2)cc1. Product: OC(COc1ccccc1)CN(CCOc1ccc(-n2ccnc2)cc1)Cc1ccccc1. As a reaction SMILES: [CH3:34][OH:35].[O:1]1[CH2:2][CH:3]1[CH2:4][O:5][c:6]1[cH:7][cH:8][cH:9][cH:10][cH:11]1.[n:12]1(-[c:17]2[cH:18][cH:19][c:20]([O:21][CH2:22][CH2:23][NH:24][CH2:25][c:26]3[cH:27][cH:28][cH:29][cH:30][cH:31]3)[cH:32][cH:33]2)[cH:13][n:14][cH:15][cH:16]1>>[OH:1][CH:3]([CH2:2][N:24]([CH2:23][CH2:22][O:21][c:20]1[cH:19][cH:18][c:17](-[n:12]2[cH:13][n:14][cH:15][cH:16]2)[cH:33][cH:32]1)[CH2:25][c:26]1[cH:27][cH:28][cH:29][cH:30][cH:31]1)[CH2:4][O:5][c:6]1[cH:7][cH:8][cH:9][cH:10][cH:11]1. The reactants are C(C)(=O)N1CC2=CC(=CC=C2CC1)Cl (2-acetyl-7-chloro-1,2,3,4-tetrahydroisoquinoline), ClS(=O)(=O)O (chlorosulfonic acid), ice. The solvent is C(Cl)(Cl)Cl (chloroform). Conditions: time 24 hour. The product is C(C)(=O)N1CC2=CC(=C(C=C2CC1)S(=O)(=O)Cl)Cl (2-Acetyl-7-Chloro-6-Chlorosulfonyl-1,2,3,4-Tetrahydroisoquinoline). RXN SMILES: [C:1]([N:4]1[CH2:13][CH2:12][C:11]2[C:6](=[CH:7][C:8]([Cl:14])=[CH:9][CH:10]=2)[CH2:5]1)(=[O:3])[CH3:2].[Cl:15][S:16](O)(=[O:18])=[O:17]>C(Cl)(Cl)Cl>[C:1]([N:4]1[CH2:13][CH2:12][C:11]2[C:6](=[CH:7][C:8]([Cl:14])=[C:9]([S:16]([Cl:15])(=[O:18])=[O:17])[CH:10]=2)[CH2:5]1)(=[O:3])[CH3:2]. Procedure details: A solution of 2.0 g. (0.01 mole) 2-acetyl-7-chloro-1,2,3,4-tetrahydroisoquinoline in 15 ml. dry chloroform is added dropwise to 20 ml. chlorosulfonic acid at ambient temperature. The reaction mixture is stirred at ambient temperature for 24 hours and then refluxed at 60° C. for 2 hours. The reaction mixture is then cooled, poured onto a liter of ice and extracted with methylene chloride. The organic phase is dried over anhydrous magnesium sulfate, filtered and the filtrate is concentrated to dry... The reactants are CCCC[Sn](CCCC)(CCCC)c1cccc(-c2ccc(C=O)o2)c1, C1CCNCC1, ClCCl, O=C1CNC(=S)N1CCc1c[nH]cn1. Yields the product CCCC[Sn](CCCC)(CCCC)c1cccc(-c2ccc(C=C3NC(=S)N(CCc4c[nH]cn4)C3=O)o2)c1. Reaction SMILES: [CH2:1]([CH2:2][CH2:3][CH3:4])[Sn:5]([c:6]1[cH:7][c:8](-[c:12]2[cH:13][cH:14][c:15]([CH:17]=[O:18])[o:16]2)[cH:9][cH:10][cH:11]1)([CH2:19][CH2:20][CH2:21][CH3:22])[CH2:23][CH2:24][CH2:25][CH3:26].[CH2:41]1[CH2:42][CH2:43][NH:44][CH2:45][CH2:46]1.[Cl:47][CH2:48][Cl:49].[nH:27]1[cH:28][n:29][c:30]([CH2:32][CH2:33][N:34]2[C:35](=[S:40])[NH:36][CH2:37][C:38]2=[O:39])[cH:31]1>>[CH2:1]([CH2:2][CH2:3][CH3:4])[Sn:5]([c:6]1[cH:7][c:8](-[c:12]2[cH:13][cH:14][c:15]([CH:17]=[C:37]3[NH:36][C:35](=[S:40])[N:34]([CH2:33][CH2:32][c:30]4[n:29][cH:28][nH:27][cH:31]4)[C:38]3=[O:39])[o:16]2)[cH:9][cH:10][cH:11]1)([CH2:19][CH2:20][CH2:21][CH3:22])[CH2:23][CH2:24][CH2:25][CH3:26]. The reactants are CO, [H][H], O=[N+]([O-])c1ccc2cc3c(cc2c1)CCCC3. Product: Nc1ccc2cc3c(cc2c1)CCCC3. As a reaction SMILES: [CH3:20][OH:21].[H:18][H:19].[N+:1]([O-:2])(=[O:3])[c:4]1[cH:5][cH:6][c:7]2[cH:8][c:9]3[c:14]([cH:15][c:16]2[cH:17]1)[CH2:13][CH2:12][CH2:11][CH2:10]3>>[NH2:1][c:4]1[cH:5][cH:6][c:7]2[cH:8][c:9]3[c:14]([cH:15][c:16]2[cH:17]1)[CH2:13][CH2:12][CH2:11][CH2:10]3.